This data is from the Open Reaction Database (ORD), a public repository of structured organic reaction records. The task is: describe an organic reaction: reactants, conditions, products, and yield The reactants are Cc1nc2scc(C)n2c(=O)c1CCBr, Br, CN(C)C=O, Fc1ccc2c(C3CCNCC3)noc2c1, [Na+], [Na+], O=C([O-])[O-], O. Yields the product Cc1nc2scc(C)n2c(=O)c1CCN1CCC(c2noc3cc(F)ccc23)CC1. As a reaction SMILES: [Br:2][CH2:3][CH2:4][c:5]1[c:6]([CH3:16])[n:7][c:8]2[n:9]([c:10]1=[O:11])[c:12]([CH3:15])[cH:13][s:14]2.[BrH:1].[CH3:39][N:40]([CH3:41])[CH:42]=[O:43].[F:17][c:18]1[cH:19][c:20]2[c:21]([c:22]([CH:25]3[CH2:26][CH2:27][NH:28][CH2:29][CH2:30]3)[n:23][o:24]2)[cH:31][cH:32]1.[Na+:33].[Na+:34].[O-:35][C:36](=[O:37])[O-:38].[OH2:44]>>[CH2:3]([CH2:4][c:5]1[c:6]([CH3:16])[n:7][c:8]2[n:9]([c:10]1=[O:11])[c:12]([CH3:15])[cH:13][s:14]2)[N:28]1[CH2:27][CH2:26][CH:25]([c:22]2[c:21]3[c:20]([cH:19][c:18]([F:17])[cH:32][cH:31]3)[o:24][n:23]2)[CH2:30][CH2:29]1. RXN SMILES: [CH2:1]([O:3][C:4]1[CH:9]=[CH:8][C:7]([C:10](=[O:18])[CH2:11][N:12]2[CH2:17][CH2:16][O:15][CH2:14][CH2:13]2)=[CH:6][C:5]=1[C:19]1[NH:28][C:27](=[O:29])[C:26]2[C:21](=[C:22]([CH3:30])[CH:23]=[CH:24][CH:25]=2)[N:20]=1)[CH3:2].[BH4-].[Na+]>C(O)C>[CH2:1]([O:3][C:4]1[CH:9]=[CH:8][C:7]([CH:10]([OH:18])[CH2:11][N:12]2[CH2:17][CH2:16][O:15][CH2:14][CH2:13]2)=[CH:6][C:5]=1[C:19]1[NH:28][C:27](=[O:29])[C:26]2[C:21](=[C:22]([CH3:30])[CH:23]=[CH:24][CH:25]=2)[N:20]=1)[CH3:2] |f:1.2|. Reactants: C(C)OC1=C(C=C(C=C1)C(CN1CCOCC1)=O)C1=NC2=C(C=CC=C2C(N1)=O)C (2-(2-Ethoxy-5-morpholinoacetylphenyl)-8-methylquinazolin-4(3H)-one), [BH4-].[Na+] (sodium borohydride). Run at time 18 hour. Solvent: C(C)O (ethanol). Yields the product C(C)OC1=C(C=C(C=C1)C(CN1CCOCC1)O)C1=NC2=C(C=CC=C2C(N1)=O)C (2-[2-Ethoxy-5-(1-hydroxy-2-morpholinoethyl)phenyl]-8-methylquinazolin-4(3H)-one). Reported procedure: 2-(2-Ethoxy-5-morpholinoacetylphenyl)-8-methylquinazolin-4(3H)-one (Example 16; 0.2 g, 0.00049 mol) was suspended in stirred ethanol (30 ml) and the mixture treated with sodium borohydride (0.0018 g, 0.00049 mol). After 18 hours at room temperature, the solvent was evaporated under vacuum. The residue was suspended in saturated aqueous sodium carbonate solution (30 ml) and the suspension extracted with ethyl acetate (3×20 ml). The extracts were combined, dried (Na2SO4) and evaporated under vacuu... Product: C(C1=CC=CC=C1)OC1=CC=C(CN2N=C(C(=C2)C(=O)OCC)OCC2=CC=C(C=C2)OCC2=CC=CC=C2)C=C1 (ethyl 1-(4-benzyloxybenzyl)-3-(4-benzyloxybenzyloxy)-1H-pyrazol-4-carboxylate). Run at temperature 100 celsius, time 8 hour. Reported procedure: A mixture of ethyl 3-hydroxy-1H-pyrazol-4-carboxylate (10.30 g), 4-benzyloxybenzyl chloride (18.60 g), potassium carbonate (16.60 g), and N,N-dimethylformamide (200 ml) was stirred at 100° C. overnight. The reaction mixture was poured into water, which was extracted with ethyl acetate. The ethyl acetate layer was washed with dilute hydrochloric acid, then, with saturated aqueous sodium chloride solution, and dried (MgSO4) and concentrated. The residue was subjected to silica gel column chromatog... Starting materials: OC1=NNC=C1C(=O)OCC (ethyl 3-hydroxy-1H-pyrazol-4-carboxylate), C(C1=CC=CC=C1)OC1=CC=C(CCl)C=C1 (4-benzyloxybenzyl chloride), C([O-])([O-])=O.[K+].[K+] (potassium carbonate), CN(C=O)C (N,N-dimethylformamide). Run in O (water). Isolated yield 54.3%. RXN SMILES: [OH:1][C:2]1[C:6]([C:7]([O:9][CH2:10][CH3:11])=[O:8])=[CH:5][NH:4][N:3]=1.[CH2:12]([O:19][C:20]1[CH:27]=[CH:26][C:23]([CH2:24]Cl)=[CH:22][CH:21]=1)[C:13]1[CH:18]=[CH:17][CH:16]=[CH:15][CH:14]=1.[C:28](=[O:31])([O-])[O-].[K+].[K+].CN(C)C=O>O>[CH2:12]([O:19][C:20]1[CH:27]=[CH:26][C:23]([CH2:24][N:4]2[CH:5]=[C:6]([C:7]([O:9][CH2:10][CH3:11])=[O:8])[C:2]([O:1][CH2:12][C:13]3[CH:14]=[CH:15][C:16]([O:31][CH2:28][C:21]4[CH:20]=[CH:27][CH:26]=[CH:23][CH:22]=4)=[CH:17][CH:18]=3)=[N:3]2)=[CH:22][CH:21]=1)[C:13]1[CH:18]=[CH:17][CH:16]=[CH:15][CH:14]=1 |f:2.3.4|. Reactants: BrCC(=O)C1=CC=C(C=C1)O (2-bromo-4′-hydroxyacetophenone), NC1=NC=C(C=C1)Br (2-amino-5-bromopyridine). The solvent is C(C)#N (acetonitrile). Run at temperature 105 celsius. The product is BrC=1C=CC=2N(C1)C=C(N2)C2=CC=C(C=C2)O (6-bromo-2-(4′-hydroxyphenyl)imidazo[1,2-a]pyridine). The yield is 83.2%. Reaction SMILES: Br[CH2:2][C:3]([C:5]1[CH:10]=[CH:9][C:8]([OH:11])=[CH:7][CH:6]=1)=O.[NH2:12][C:13]1[CH:18]=[CH:17][C:16]([Br:19])=[CH:15][N:14]=1>C(#N)C>[Br:19][C:16]1[CH:17]=[CH:18][C:13]2[N:14]([CH:2]=[C:3]([C:5]3[CH:10]=[CH:9][C:8]([OH:11])=[CH:7][CH:6]=3)[N:12]=2)[CH:15]=1. Reported procedure: 2.15 g (corresponding to 10.0 mmol) of 2-bromo-4′-hydroxyacetophenone and 1.74 g (corresponding to 10.0 mmol) of 2-amino-5-bromopyridine were dissolved in 50 mL of acetonitrile. The resulting solution was heated under reflux in an oil bath at 105° C. for 6 hours. After the completion of the reaction, the reaction solution was cooled down to room temperature, and precipitates were filtered and recovered. The precipitates were washed with acetonitrile and dried under reduced pressure. The resultin... Starting materials: C(C)(C)C1=CC=C(C=C1)C1=NC2=C(N1CCOC)C(=CC(=C2)C=O)OC (2-(4-isopropyl-phenyl)-7-methoxy-1-(2-methoxy-ethyl)-1H-benzoimidazole-5-carbaldehyde), C1(=CC=CC=C1)[Mg]Br (phenylmagnesiumbromide). Run in C1CCOC1 (THF). Reaction conditions: time 1 hour. Yields the product C(C)(C)C1=CC=C(C=C1)C1=NC2=C(N1CCOC)C(=CC(=C2)C(O)C2=CC=CC=C2)OC ([2-(4-Isopropyl-phenyl)-7-methoxy-1-(2-methoxy-ethyl)-1H-benzoimidazol-5-yl]-phenyl-methanol). The yield is 220.3%. Reaction SMILES: [CH:1]([C:4]1[CH:9]=[CH:8][C:7]([C:10]2[N:14]([CH2:15][CH2:16][O:17][CH3:18])[C:13]3[C:19]([O:25][CH3:26])=[CH:20][C:21]([CH:23]=[O:24])=[CH:22][C:12]=3[N:11]=2)=[CH:6][CH:5]=1)([CH3:3])[CH3:2].[C:27]1([Mg]Br)[CH:32]=[CH:31][CH:30]=[CH:29][CH:28]=1>C1COCC1>[CH:1]([C:4]1[CH:9]=[CH:8][C:7]([C:10]2[N:14]([CH2:15][CH2:16][O:17][CH3:18])[C:13]3[C:19]([O:25][CH3:26])=[CH:20][C:21]([CH:23]([C:27]4[CH:32]=[CH:31][CH:30]=[CH:29][CH:28]=4)[OH:24])=[CH:22][C:12]=3[N:11]=2)=[CH:6][CH:5]=1)([CH3:3])[CH3:2]. Procedure details: A solution of 150 mg (0.426 mmol) 2-(4-isopropyl-phenyl)-7-methoxy-1-(2-methoxy-ethyl)-1H-benzoimidazole-5-carbaldehyde in 2 ml THF is treated with excess phenylmagnesiumbromide (prepared from 112 μl bromobenzene and 26 mg magnesium in 5 ml diethyl ether). The resulting mixture is stirred at room temperature for 1 h. The reaction mixture is poured on water and extracted (3×) with ethyl acetate. The combined organic layers are washed with water (2×) and brine, dried over MgSO4, filtered and conce... Reaction SMILES: [K+:22].[K+:23].[K+:24].[NH2:1][c:2]1[n:3][c:4]([Br:8])[cH:5][cH:6][cH:7]1.[O:25]1[CH2:26][CH2:27][O:28][CH2:29][CH2:30]1.[P:17]([O-:18])([O-:19])([O-:20])=[O:21].[s:9]1[cH:10][c:11]([B:14]([OH:15])[OH:16])[cH:12][cH:13]1>>[NH2:1][c:2]1[n:3][c:4](-[c:11]2[cH:10][s:9][cH:13][cH:12]2)[cH:5][cH:6][cH:7]1. The reactants are [K+], [K+], [K+], Nc1cccc(Br)n1, C1COCCO1, O=P([O-])([O-])[O-], OB(O)c1ccsc1. The product is Nc1cccc(-c2ccsc2)n1. Reactants: E2, FC(CCI)(F)F (1,1,1-trifluoro-3-iodopropane), FC1=C(C=CC=C1F)C1(CNCC1)O (3-(2,3-difluorophenyl)-pyrrolidin-3-ol), C([O-])([O-])=O.[K+].[K+] (potassium carbonate). Solvent: C(C)#N (acetonitrile). Run at time 2 hour. Product: FC1=C(C=CC=C1F)C1(CN(CC1)CCC(F)(F)F)O ((−)-3-(2,3-DIFLUOROPHENYL)-1-(3,3,3-TRIFLUOROPROPYL)PYRROLIDIN-3-OL). Reaction SMILES: [F:1][C:2]1[C:7]([F:8])=[CH:6][CH:5]=[CH:4][C:3]=1[C:9]1([OH:14])[CH2:13][CH2:12][NH:11][CH2:10]1.C(=O)([O-])[O-].[K+].[K+].[F:21][C:22]([F:27])([F:26])[CH2:23][CH2:24]I>C(#N)C>[F:1][C:2]1[C:7]([F:8])=[CH:6][CH:5]=[CH:4][C:3]=1[C:9]1([OH:14])[CH2:13][CH2:12][N:11]([CH2:24][CH2:23][C:22]([F:27])([F:26])[F:21])[CH2:10]1 |f:1.2.3|. Procedure: Preparation according to Example 43: Enantiomer E2 of 3-(2,3-difluorophenyl)-pyrrolidin-3-ol (0.5 g, 2.5 mmol), acetonitrile (20 mL), potassium carbonate (0.69 g, 5 mmol), 1,1,1-trifluoro-3-iodopropane (0.32 mL, 3.1 mmol). Stirred 2 h at ambient temperature and 2×5 min at 40° C.; Purification by flash chromatography on silica gel (ethyl acetate/methanol, 4:1) Yield: 0.2 g. [α]D=−14.6° (methanol). The amine was converted to the oxalic acid salt and recrystallized from ethanol/diethyl ether: M.p. ... Starting materials: C1(=CC=CC=C1)SC=1NC=CC1 (2-Phenylthiopyrrole), ClC(C(=O)Cl)(Cl)Cl (Trichloroacetyl chloride). Run in C(Cl)Cl (methylene chloride). Run at time 3 hour. The product is C1(=CC=CC=C1)SC=1NC(=CC1)C(C(Cl)(Cl)Cl)=O (2-phenylthio-5-trichloroacetylpyrrole). RXN SMILES: [C:1]1([S:7][C:8]2[NH:9][CH:10]=[CH:11][CH:12]=2)[CH:6]=[CH:5][CH:4]=[CH:3][CH:2]=1.[Cl:13][C:14]([Cl:19])([Cl:18])[C:15](Cl)=[O:16]>C(Cl)Cl>[C:1]1([S:7][C:8]2[NH:9][C:10]([C:15](=[O:16])[C:14]([Cl:19])([Cl:18])[Cl:13])=[CH:11][CH:12]=2)[CH:2]=[CH:3][CH:4]=[CH:5][CH:6]=1. Procedure: 2-Phenylthiopyrrole (1.75 g., 10 mmoles) was dissolved in 20 ml. of methylene chloride. Trichloroacetyl chloride (1.1 ml., 10 mmoles) was added and the reaction stirred for 3 hours at room temperature. The reaction mixture was washed with 20 ml. of water and concentrated to yield 2-phenylthio-5-trichloroacetylpyrrole, used directly in the next step. Reactants: NC1=C(SC=C1C)C(=O)OC (methyl 3-amino-4-methylthiophene-2-carboxylate), [OH-].[Na+] (NaOH), C(C)OC=C(C(=O)OCC)C(=O)OCC (diethyl ethoxymethylenemalonate), C(C)(=O)O (acetic acid). Solvent: C(C)O (ethanol), O (Water), C(C)O (ethanol). Reaction conditions: time 2.5 hour. Yields the product CC=1C(=CSC1)NC=C(C(=O)OCC)C(=O)OCC (Diethyl 2-{[(4-methylthien-3-yl)amino]methylene}malonate). As a reaction SMILES: [NH2:1][C:2]1[C:6]([CH3:7])=[CH:5][S:4][C:3]=1C(OC)=O.[OH-].[Na+].C(O)(=O)C.C(O[CH:21]=[C:22]([C:28]([O:30][CH2:31][CH3:32])=[O:29])[C:23]([O:25][CH2:26][CH3:27])=[O:24])C>C(O)C.O>[CH3:7][C:6]1[C:2]([NH:1][CH:21]=[C:22]([C:23]([O:25][CH2:26][CH3:27])=[O:24])[C:28]([O:30][CH2:31][CH3:32])=[O:29])=[CH:3][S:4][CH:5]=1 |f:1.2|. Reported procedure: To a solution of methyl 3-amino-4-methylthiophene-2-carboxylate (commercially available from Avocado, catalog number 10115, 5.00 g, 29.2 mmol) in 95% ethanol (25 mL) was added 1.0 N NaOH (35 mL). The mixture was heated to reflux and stirred for 2.5 hrs. The resulting solution was cooled to room temperature before the addition of glacial acetic acid (2.05 mL, 35.8 mmol). After stirring for 5 minutes at room temperature, diethyl ethoxymethylenemalonate (DEEM, 6.5 mL, 32.2 mmol) was added. The mixt... Starting materials: C(C#C)C(C(=O)OC)CC#C (Methyl 2-(2-propynyl)-4-pentynoate), [OH-].[Na+] (sodium hydroxide), Cl (HCl). The solvent is O (water). The product is C(C#C)C(C(=O)O)CC#C (2-(2-Propynyl)-4-pentynoic Acid). Reaction SMILES: [CH2:1]([CH:4]([CH2:9][C:10]#[CH:11])[C:5]([O:7]C)=[O:6])[C:2]#[CH:3].[OH-].[Na+].Cl>O>[CH2:1]([CH:4]([CH2:9][C:10]#[CH:11])[C:5]([OH:7])=[O:6])[C:2]#[CH:3] |f:1.2|. Reported procedure: Methyl 2-(2-propynyl)-4-pentynoate (27.5 g) was saponified with sodium hydroxide (22 g) in refluxing water (250 ml). The solution was cooled and acidified with 12 N HCl to pH 3, and then extracted with t-butyl methyl ether. The organic layer was washed with brine and dried over sodium sulfate. Solvent removal afforded the title compound.